This data is from the Open Reaction Database (ORD), a public repository of structured organic reaction records. The task is: describe an organic reaction: reactants, conditions, products, and yield Starting materials: FC1=CC=C(C=C1)C=1C(NC(=CN1)C(F)(F)F)=O (3-(4-fluorophenyl)-6-trifluoromethyl-2-oxo-1,2-dihydropyrazine), FC1=CC=C(C=C1)C=1C(NC(=CN1)C(F)(F)F)=O (3-(4-fluorophenyl)-6-trifluoromethyl-2-oxo-1,2-dihydropyrazine), C([O-])([O-])=O.[K+].[K+] (potassium carbonate), CI (methyl iodide), O (water). Run in CN(C=O)C (N,N-dimethylformamide). Conditions: temperature 100 celsius, time 1.5 day. Yields the product FC1=CC=C(C=C1)C=1C(N(C(=CN1)C(F)(F)F)C)=O (3-(4-fluorophenyl)-1-methyl-6-trifluoromethyl-2-oxo-1,2-dihydropyrazine). Isolated yield 69.1%. As a reaction SMILES: [F:1][C:2]1[CH:7]=[CH:6][C:5]([C:8]2[C:9](=[O:18])[NH:10][C:11]([C:14]([F:17])([F:16])[F:15])=[CH:12][N:13]=2)=[CH:4][CH:3]=1.[C:19](=O)([O-])[O-].[K+].[K+].CI.O>CN(C)C=O>[F:1][C:2]1[CH:3]=[CH:4][C:5]([C:8]2[C:9](=[O:18])[N:10]([CH3:19])[C:11]([C:14]([F:16])([F:15])[F:17])=[CH:12][N:13]=2)=[CH:6][CH:7]=1 |f:1.2.3|. Reported procedure: First, 0.659 g of 3-(4-fluorophenyl)-6-trifluoromethyl-2-oxo-1,2-dihydropyrazine (compound 1-1001) was dissolved in 3.8 ml of N,N-dimethylformamide, to which 0.529 g of potassium carbonate and 0.32 ml of methyl iodide were added, and the mixture was stirred at 100° C. for 1.5 days. After completion of the reaction, the reaction mixture was poured into water, followed by extraction with ethyl acetate. The organic layer was washed with saturated sodium chloride solution, dried with anhydrous magne...